This data is from the Open Reaction Database (ORD), a public repository of structured organic reaction records. The task is: describe an organic reaction: reactants, conditions, products, and yield Starting materials: CCOC(=O)CCc1c[nH]nc1OCC, CN(C)C=O, ClCc1ccc(OCc2csc(-c3ccccc3)n2)nc1, [H-], [Na+], O. The product is CCOC(=O)CCc1cn(Cc2ccc(OCc3csc(-c4ccccc4)n3)nc2)nc1OCC. As a reaction SMILES: [CH2:24]([CH3:25])[O:26][c:27]1[n:28][nH:29][cH:30][c:31]1[CH2:32][CH2:33][C:34](=[O:35])[O:36][CH2:37][CH3:38].[CH3:40][N:41]([CH3:42])[CH:43]=[O:44].[Cl:3][CH2:4][c:5]1[cH:6][cH:7][c:8]([O:11][CH2:12][c:13]2[n:14][c:15](-[c:18]3[cH:19][cH:20][cH:21][cH:22][cH:23]3)[s:16][cH:17]2)[n:9][cH:10]1.[H-:1].[Na+:2].[OH2:39]>>[CH2:4]([c:5]1[cH:6][cH:7][c:8]([O:11][CH2:12][c:13]2[n:14][c:15](-[c:18]3[cH:19][cH:20][cH:21][cH:22][cH:23]3)[s:16][cH:17]2)[n:9][cH:10]1)[n:29]1[n:28][c:27]([O:26][CH2:24][CH3:25])[c:31]([CH2:32][CH2:33][C:34](=[O:35])[O:36][CH2:37][CH3:38])[cH:30]1.